Dataset: the Open Reaction Database (ORD), a public repository of structured organic reaction records. Task: describe an organic reaction: reactants, conditions, products, and yield The reactants are BrC=1N=C2C(=NC1)NC=C2 (2-bromo-5H-pyrrolo[2,3-b]pyrazine), FC1=NC=CC=C1B(O)O (2-fluoropyridin-3-ylboronic acid), C([O-])([O-])=O.[Na+].[Na+] (sodium carbonate), CCO (EtOH). The reagents and catalysts are C=1C=CC(=CC1)[P](C=2C=CC=CC2)(C=3C=CC=CC3)[Pd]([P](C=4C=CC=CC4)(C=5C=CC=CC5)C=6C=CC=CC6)([P](C=7C=CC=CC7)(C=8C=CC=CC8)C=9C=CC=CC9)[P](C=1C=CC=CC1)(C=1C=CC=CC1)C=1C=CC=CC1 (Pd(PPh3)4). The solvent is O1CCOCC1 (dioxane), O (water). Run at temperature 140 celsius. Product: N1C=CC2=C1C=CC=N2 (pyrrolopyridine). Yield: 137.7%. RXN SMILES: Br[C:2]1[N:3]=[C:4]2[CH:10]=[CH:9][NH:8][C:5]2=N[CH:7]=1.F[C:12]1C(B(O)O)=CC=CN=1.C(=O)([O-])[O-].[Na+].[Na+].CCO>O1CCOCC1.O.C1C=CC([P]([Pd]([P](C2C=CC=CC=2)(C2C=CC=CC=2)C2C=CC=CC=2)([P](C2C=CC=CC=2)(C2C=CC=CC=2)C2C=CC=CC=2)[P](C2C=CC=CC=2)(C2C=CC=CC=2)C2C=CC=CC=2)(C2C=CC=CC=2)C2C=CC=CC=2)=CC=1>[NH:8]1[C:5]2[CH:12]=[CH:7][CH:2]=[N:3][C:4]=2[CH:10]=[CH:9]1 |f:2.3.4,^1:40,42,61,80|. Procedure details: To a 25 mL microwave vial was added 2-bromo-5H-pyrrolo[2,3-b]pyrazine (0.5 g, 2.52 mmol), 2-fluoropyridin-3-ylboronic acid (600 mg, 4.26 mmol) and sodium carbonate (803 mg, 7.57 mmol) in dioxane (10.0 ml), water (5.00 ml), and EtOH (2.5 ml). The reaction mixture was bubbled through with argon for 10 mins. Pd(PPh3)4 (292 mg, 0.252 mmol). The reaction was bubbled through with argon for 5 mins. The vial was capped and heated in the microwave at 140° C. for 15 min. The reaction mixture was diluted w... Yields the product CSc1sc(C(=O)C=CO)c2c1C(=O)CC(C)(C)C2. RXN SMILES: [C:8]([CH3:9])(=[O:10])[c:11]1[s:12][c:13]([S:23][CH3:24])[c:14]2[c:15]1[CH2:16][C:17]([CH3:21])([CH3:22])[CH2:18][C:19]2=[O:20].[CH2:27]1[O:28][CH2:29][CH2:30][CH2:31]1.[CH3:25][OH:26].[CH:3](=[O:4])[O:5][CH2:6][CH3:7].[H-:1].[Na+:2].[OH2:32]>>[CH:3]([OH:4])=[CH:9][C:8](=[O:10])[c:11]1[s:12][c:13]([S:23][CH3:24])[c:14]2[c:15]1[CH2:16][C:17]([CH3:21])([CH3:22])[CH2:18][C:19]2=[O:20]. Starting materials: CSc1sc(C(C)=O)c2c1C(=O)CC(C)(C)C2, C1CCOC1, CO, CCOC=O, [H-], [Na+], O.